describe an organic reaction: reactants, conditions, products, and yield From a dataset of the Open Reaction Database (ORD), a public repository of structured organic reaction records. Starting materials: O (water), EtOAc Hexanes, BrC1=CC=C(C=C1)S(=O)(=O)[N-]C(C)(C)C (4-Bromo-N-(tert-butyl)benzenesulfonyl amide), C([O-])([O-])=O.[K+].[K+] (potassium carbonate), IC (iodomethane). Run in CN(C)C=O (DMF). Reaction conditions: time 18 hour. Product: BrC1=CC=C(C=C1)S(=O)(=O)N(C)C(C)(C)C (4-bromo-N-(tert-butyl)-N-methylbenzene sulfonamide). Yield: 73.5%. RXN SMILES: [Br:1][C:2]1[CH:7]=[CH:6][C:5]([S:8]([N-:11][C:12]([CH3:15])([CH3:14])[CH3:13])(=[O:10])=[O:9])=[CH:4][CH:3]=1.[C:16](=O)([O-])[O-].[K+].[K+].IC.O>CN(C=O)C>[Br:1][C:2]1[CH:3]=[CH:4][C:5]([S:8]([N:11]([C:12]([CH3:15])([CH3:14])[CH3:13])[CH3:16])(=[O:10])=[O:9])=[CH:6][CH:7]=1 |f:1.2.3|. Reported procedure: 4-Bromo-N-(tert-butyl)benzenesulfonyl amide (100 mg, 0.342 mmol) and potassium carbonate (95 mg, 0.684 mmol) were dissolved in DMF (2 ml), followed by addition of iodomethane (0.043 ml, 0.684 mmol), and then the resulting liquid was stirred at room temperature for 18 hours. Distilled water (10 ml) was added to the resulting reaction liquid, followed by extraction with EtOAc (10 ml×3). The organic layer was dried over anhydrous sodium sulfate, followed by filtration and concentration, and then th... Starting materials: CCCCCCCCC1(C(=O)O)SCCCS1, CCCCCCCCBr, C[Si](C)(C)[N-][Si](C)(C)C, COc1ccc2ncccc2c1N, [Na+], O=C(O)C1SCCCS1. Product: CCCCCCCCC1(C(=O)Nc2c(OC)ccc3ncccc23)SCCCS1. As a reaction SMILES: [CH2:14]([CH2:15][CH2:16][CH2:17][CH2:18][CH2:19][CH2:20][CH3:21])[C:22]1([C:28](=[O:29])[OH:30])[S:23][CH2:24][CH2:25][CH2:26][S:27]1.[CH2:50]([Br:51])[CH2:52][CH2:53][CH2:54][CH2:55][CH2:56][CH2:57][CH3:58].[CH3:40][Si:41]([CH3:42])([CH3:43])[N-:44][Si:45]([CH3:46])([CH3:47])[CH3:48].[NH2:1][c:2]1[c:3]2[cH:4][cH:5][cH:6][n:7][c:8]2[cH:9][cH:10][c:11]1[O:12][CH3:13].[Na+:49].[S:31]1[CH2:32][CH2:33][CH2:34][S:35][CH:36]1[C:37]([OH:38])=[O:39]>>[NH:1]([c:2]1[c:3]2[cH:4][cH:5][cH:6][n:7][c:8]2[cH:9][cH:10][c:11]1[O:12][CH3:13])[C:28]([C:22]1([CH2:14][CH2:15][CH2:16][CH2:17][CH2:18][CH2:19][CH2:20][CH3:21])[S:23][CH2:24][CH2:25][CH2:26][S:27]1)=[O:29]. Reactants: CCOC(=O)N1CCN(C(=O)C(Cc2cccc(C(=O)OC)c2)C(=O)Nc2ccc3ccccc3c2)CC1, C1CCOC1, [Li+], [Na+], [OH-], O, O=S(=O)([O-])O. Yields the product CCOC(=O)N1CCN(C(=O)C(Cc2cccc(C(=O)O)c2)C(=O)Nc2ccc3ccccc3c2)CC1. Reaction SMILES: [CH2:1]([CH3:2])[O:3][C:4](=[O:5])[N:6]1[CH2:7][CH2:8][N:9]([C:12](=[O:13])[CH:14]([CH2:15][c:16]2[cH:17][c:18]([C:22](=[O:23])[O:24][CH3:25])[cH:19][cH:20][cH:21]2)[C:26](=[O:27])[NH:28][c:29]2[cH:30][c:31]3[cH:32][cH:33][cH:34][cH:35][c:36]3[cH:37][cH:38]2)[CH2:10][CH2:11]1.[CH2:47]1[O:48][CH2:49][CH2:50][CH2:51]1.[Li+:40].[Na+:46].[OH-:39].[OH2:52].[S:41](=[O:42])(=[O:43])([OH:44])[O-:45]>>[CH2:1]([CH3:2])[O:3][C:4](=[O:5])[N:6]1[CH2:7][CH2:8][N:9]([C:12](=[O:13])[CH:14]([CH2:15][c:16]2[cH:17][c:18]([C:22](=[O:23])[OH:24])[cH:19][cH:20][cH:21]2)[C:26](=[O:27])[NH:28][c:29]2[cH:30][c:31]3[cH:32][cH:33][cH:34][cH:35][c:36]3[cH:37][cH:38]2)[CH2:10][CH2:11]1. The reactants are CCOC(=O)C(C)(C)Oc1ccc(OCCc2nc(-c3ccc(-c4ccccc4)cc3)oc2C)c(CC2CCCCC2)c1, CCO, [Na+], [OH-]. Product: Cc1oc(-c2ccc(-c3ccccc3)cc2)nc1CCOc1ccc(OC(C)(C)C(=O)O)cc1CC1CCCCC1. Reaction SMILES: [CH2:1]([CH3:2])[O:3][C:4]([C:5]([CH3:6])([CH3:7])[O:8][c:9]1[cH:10][c:11]([CH2:36][CH:37]2[CH2:38][CH2:39][CH2:40][CH2:41][CH2:42]2)[c:12]([O:15][CH2:16][CH2:17][c:18]2[n:19][c:20](-[c:24]3[cH:25][cH:26][c:27](-[c:30]4[cH:31][cH:32][cH:33][cH:34][cH:35]4)[cH:28][cH:29]3)[o:21][c:22]2[CH3:23])[cH:13][cH:14]1)=[O:43].[CH3:46][CH2:47][OH:48].[Na+:45].[OH-:44]>>[O:3]=[C:4]([C:5]([CH3:6])([CH3:7])[O:8][c:9]1[cH:10][c:11]([CH2:36][CH:37]2[CH2:38][CH2:39][CH2:40][CH2:41][CH2:42]2)[c:12]([O:15][CH2:16][CH2:17][c:18]2[n:19][c:20](-[c:24]3[cH:25][cH:26][c:27](-[c:30]4[cH:31][cH:32][cH:33][cH:34][cH:35]4)[cH:28][cH:29]3)[o:21][c:22]2[CH3:23])[cH:13][cH:14]1)[OH:43]. Reactants: CC(C)(O)CNc1ccc(S(=O)(=O)Oc2ccc3nc(NC(=O)OC(C)(C)C)sc3c2)cc1, ClCCl, O, O=C(O)C(F)(F)F. The product is CC(C)(O)CNc1ccc(S(=O)(=O)Oc2ccc3nc(N)sc3c2)cc1. RXN SMILES: [C:1]([O:2][C:3](=[O:4])[NH:8][c:9]1[s:10][c:11]2[c:12]([n:13]1)[cH:14][cH:15][c:16]([O:18][S:19](=[O:20])(=[O:21])[c:22]1[cH:23][cH:24][c:25]([NH:28][CH2:29][C:30]([CH3:31])([CH3:32])[OH:33])[cH:26][cH:27]1)[cH:17]2)([CH3:5])([CH3:6])[CH3:7].[Cl:41][CH2:42][Cl:43].[OH2:44].[OH:34][C:35]([C:36]([F:37])([F:38])[F:39])=[O:40]>>[NH2:8][c:9]1[s:10][c:11]2[c:12]([n:13]1)[cH:14][cH:15][c:16]([O:18][S:19](=[O:20])(=[O:21])[c:22]1[cH:23][cH:24][c:25]([NH:28][CH2:29][C:30]([CH3:31])([CH3:32])[OH:33])[cH:26][cH:27]1)[cH:17]2. Starting materials: N[C@@H]1C(NCCCC1)=O ((3S)-3-aminohexahydro-2H-azepin-2-one), ClC1=CC=C2C(=CC(=NC2=C1)N)N1CCNCC1 (7-chloro-4-(1-piperazinyl)-2-quinolinamine), ClC(=O)OC1=CC=C(C=C1)[N+](=O)[O-] (4-nitrophenyl chloroformate), C(C)(C)N(CC)C(C)C (diisopropyl(ethyl)amine). Yields the product ClC1=CC=C2C(=CC(=NC2=C1)NC)N1CCN(CC1)C(=O)N[C@@H]1C(NCCCC1)=O (4-[7-Chloro-2-(methylamino)-4-quinolinyl]-N-[(3S)-hexahydro-2-oxo-1H-azepin-3-yl]-1-piperazinecarboxamide). RXN SMILES: [NH2:1][C@H:2]1[CH2:8][CH2:7][CH2:6][CH2:5][NH:4][C:3]1=[O:9].Cl[C:11](OC1C=CC([N+]([O-])=O)=CC=1)=[O:12].[CH:23](N(C(C)C)CC)(C)C.[Cl:32][C:33]1[CH:42]=[C:41]2[C:36]([C:37]([N:44]3[CH2:49][CH2:48][NH:47][CH2:46][CH2:45]3)=[CH:38][C:39]([NH2:43])=[N:40]2)=[CH:35][CH:34]=1>>[Cl:32][C:33]1[CH:42]=[C:41]2[C:36]([C:37]([N:44]3[CH2:49][CH2:48][N:47]([C:11]([NH:1][C@H:2]4[CH2:8][CH2:7][CH2:6][CH2:5][NH:4][C:3]4=[O:9])=[O:12])[CH2:46][CH2:45]3)=[CH:38][C:39]([NH:43][CH3:23])=[N:40]2)=[CH:35][CH:34]=1. Procedure: As described for example 78, (3S)-3-aminohexahydro-2H-azepin-2-one, 4-nitrophenyl chloroformate, diisopropyl(ethyl)amine, and 7-chloro-4-(1-piperazinyl)-2-quinolinamine are reacted to afford the product as a light yellow solid. LC-MS: 431 (M++1). 1H NMR (CDCl3): δ 1.34˜1.60 (m, 2H), 1.80˜1.92 (m, 2H), 1.98˜2.08 (m, 1H), 2.10˜2.18 (m, 1H), 3.06 (d, 3H), 3.12 (br.s, 4H), 3.20˜3.38 (m, 2H), 3.67 (br.s, 4H), 4.52 (br. dd, 1H), 5.98˜6.06 (m, 2H), 6.12 (d, 1H), 7.12 (dd, 1H), 7.67 (d, 1H), 7.70 (d, 1H... Reactants: O=C(Cl)CCCCBr, COC(=O)c1c(N)cccc1Cl, C1CCOC1, c1ccncc1. The product is COC(=O)c1c(Cl)cccc1NC(=O)CCCCBr. As a reaction SMILES: [Br:19][CH2:20][CH2:21][CH2:22][CH2:23][C:24](=[O:25])[Cl:26].[NH2:1][c:2]1[c:3]([C:4](=[O:5])[O:6][CH3:7])[c:8]([Cl:12])[cH:9][cH:10][cH:11]1.[O:27]1[CH2:28][CH2:29][CH2:30][CH2:31]1.[cH:13]1[cH:14][cH:15][n:16][cH:17][cH:18]1>>[NH:1]([c:2]1[c:3]([C:4](=[O:5])[O:6][CH3:7])[c:8]([Cl:12])[cH:9][cH:10][cH:11]1)[C:24]([CH2:23][CH2:22][CH2:21][CH2:20][Br:19])=[O:25]. Starting materials: CBr.C1CCCCCCC1 (Cyclooctane methyl bromide), N1C=NC=C1 (imidazole), [Na] (sodium). Run in C(C)O (ethanol). Yields the product C1(CCCCCCC1)CN1C=NC=C1 (1-Cyclo-octylmethylimidazole). Reaction SMILES: [CH3:1]Br.[CH2:3]1[CH2:10][CH2:9][CH2:8][CH2:7][CH2:6][CH2:5][CH2:4]1.[NH:11]1[CH:15]=[CH:14][N:13]=[CH:12]1.[Na]>C(O)C>[CH:3]1([CH2:1][N:11]2[CH:15]=[CH:14][N:13]=[CH:12]2)[CH2:10][CH2:9][CH2:8][CH2:7][CH2:6][CH2:5][CH2:4]1 |f:0.1,^1:15|. Procedure: Cyclooctane methyl bromide (5.5 g, 0.027 mole) was added dropwise to a refluxing solution of imidazole (2.0 g, 0.03 mole) in a solution of sodium (0.7 g, 0.03 mole) in absolute ethanol (50 ml). After addition the mixture was refluxed for a further 15 hours.